Dataset: the Open Reaction Database (ORD), a public repository of structured organic reaction records. Task: describe an organic reaction: reactants, conditions, products, and yield Starting materials: CCOC(=O)C(=O)c1ccc(SC2CC2)c(Br)c1, Cc1ccccc1, CCOC(C)=O, Cl, [Na+], [OH-], O. Yields the product O=C(O)C(=O)c1ccc(SC2CC2)c(Br)c1. As a reaction SMILES: [CH2:1]([CH3:2])[O:3][C:4]([C:5](=[O:6])[c:7]1[cH:8][c:9]([Br:17])[c:10]([S:13][CH:14]2[CH2:15][CH2:16]2)[cH:11][cH:12]1)=[O:18].[CH3:23][c:24]1[cH:25][cH:26][cH:27][cH:28][cH:29]1.[CH3:30][CH2:31][O:32][C:33](=[O:34])[CH3:35].[ClH:22].[Na+:20].[OH-:19].[OH2:21]>>[O:3]=[C:4]([C:5](=[O:6])[c:7]1[cH:8][c:9]([Br:17])[c:10]([S:13][CH:14]2[CH2:15][CH2:16]2)[cH:11][cH:12]1)[OH:18].